Dataset: the Open Reaction Database (ORD), a public repository of structured organic reaction records. Task: describe an organic reaction: reactants, conditions, products, and yield Starting materials: O (water), BrCC(=O)OC(C)(C)C (t-butyl bromoacetate), C([O-])([O-])=O.[K+].[K+] (potassium carbonate), ClC=1C=C(CNC2=NNC(C3=CC=C(C=C23)C#N)=O)C=CC1OC (4-(3-Chloro-4-methoxybenzyl)amino-6-cyano-1(2H)-phthalazinone). Solvent: CN1C(CCC1)=O (N-methyl-2-pyrrolidinone). Run at temperature 80 celsius, time 4 hour. Yields the product C(C)(C)(C)OC(=O)CN1C(C2=CC=C(C=C2C(=N1)NCC1=CC(=C(C=C1)OC)Cl)C#N)=O (2-tert-Butoxycarbonylmethyl-4-(3-chloro-4-methoxybenzyl)amino-6-cyano-1(2H)-phthalazinone). Isolated yield 153.6%. As a reaction SMILES: [Cl:1][C:2]1[CH:3]=[C:4]([CH:20]=[CH:21][C:22]=1[O:23][CH3:24])[CH2:5][NH:6][C:7]1[C:16]2[C:11](=[CH:12][CH:13]=[C:14]([C:17]#[N:18])[CH:15]=2)[C:10](=[O:19])[NH:9][N:8]=1.Br[CH2:26][C:27]([O:29][C:30]([CH3:33])([CH3:32])[CH3:31])=[O:28].C(=O)([O-])[O-].[K+].[K+].O>CN1CCCC1=O>[C:30]([O:29][C:27]([CH2:26][N:9]1[N:8]=[C:7]([NH:6][CH2:5][C:4]2[CH:20]=[CH:21][C:22]([O:23][CH3:24])=[C:2]([Cl:1])[CH:3]=2)[C:16]2[C:11](=[CH:12][CH:13]=[C:14]([C:17]#[N:18])[CH:15]=2)[C:10]1=[O:19])=[O:28])([CH3:33])([CH3:32])[CH3:31] |f:2.3.4|. Procedure: 4-(3-Chloro-4-methoxybenzyl)amino-6-cyanol-1(2H)-phthalazinone (0.20 g) prepared in Example 21 was dissolved in 5 ml of N-methyl-2-pyrrolidinone, followed by the addition of 0.14 g of t-butyl bromoacetate and 0.24 g of potassium carbonate. The obtained mixture was stirred at 80° C. for 4 hours and poured into water, followed by extraction with ethyl acetate. The organic phase was washed with water twice and with a saturated aqueous solution of common salt, dried over anhydrous magnesium sulfate ... Starting materials: Oc1cc(C(F)(F)F)ccc1F, CC(C)C(=O)Nc1cccc(C2CCN(CCCCCC(O)c3ccccc3)CC2)c1. Yields the product CC(C)C(=O)Nc1cccc(C2CCN(CCCCCC(Oc3cc(C(F)(F)F)ccc3F)c3ccccc3)CC2)c1. RXN SMILES: [F:1][c:2]1[c:3]([OH:12])[cH:4][c:5]([C:8]([F:9])([F:10])[F:11])[cH:6][cH:7]1.[OH:13][CH:14]([CH2:15][CH2:16][CH2:17][CH2:18][CH2:19][N:20]1[CH2:21][CH2:22][CH:23]([c:26]2[cH:27][c:28]([NH:32][C:33]([CH:34]([CH3:35])[CH3:36])=[O:37])[cH:29][cH:30][cH:31]2)[CH2:24][CH2:25]1)[c:38]1[cH:39][cH:40][cH:41][cH:42][cH:43]1>>[F:1][c:2]1[c:3]([O:12][CH:14]([CH2:15][CH2:16][CH2:17][CH2:18][CH2:19][N:20]2[CH2:21][CH2:22][CH:23]([c:26]3[cH:27][c:28]([NH:32][C:33]([CH:34]([CH3:35])[CH3:36])=[O:37])[cH:29][cH:30][cH:31]3)[CH2:24][CH2:25]2)[c:38]2[cH:39][cH:40][cH:41][cH:42][cH:43]2)[cH:4][c:5]([C:8]([F:9])([F:10])[F:11])[cH:6][cH:7]1.